From a dataset of the Open Reaction Database (ORD), a public repository of structured organic reaction records. describe an organic reaction: reactants, conditions, products, and yield Reactants: C(C)(C)(C)OC(=O)CCCNCCN(C(=O)C1SC2=C(C=3NC4=CC=CC=C4C13)C=CC=C2)CCCCCC (N-2-(N-t-butoxycarbonylpropylamino)ethyl-N-hexyl-6,11-dihydro-5-thia-11-aza-benzo[a]fluoren-6-carboxamide). Run in C(=O)O (formic acid). Yields the product C(CC)NCCN(C(=O)C1SC2=C(C=3NC4=CC=CC=C4C13)C=CC=C2)CCCCCC (N-2-(propylamino)ethyl-N-hexyl-6,11-dihydro-5-thia-11-aza-benzo[a]fluoren-6-carboxamide). Yield: 82.7%. Reaction SMILES: C(OC([CH2:8][CH2:9][CH2:10][NH:11][CH2:12][CH2:13][N:14]([CH2:34][CH2:35][CH2:36][CH2:37][CH2:38][CH3:39])[C:15]([CH:17]1[C:29]2[C:28]3[C:23](=[CH:24][CH:25]=[CH:26][CH:27]=3)[NH:22][C:21]=2[C:20]2[CH:30]=[CH:31][CH:32]=[CH:33][C:19]=2[S:18]1)=[O:16])=O)(C)(C)C>C(O)=O>[CH2:10]([NH:11][CH2:12][CH2:13][N:14]([CH2:34][CH2:35][CH2:36][CH2:37][CH2:38][CH3:39])[C:15]([CH:17]1[C:29]2[C:28]3[C:23](=[CH:24][CH:25]=[CH:26][CH:27]=3)[NH:22][C:21]=2[C:20]2[CH:30]=[CH:31][CH:32]=[CH:33][C:19]=2[S:18]1)=[O:16])[CH2:9][CH3:8]. Procedure details: In 4.3 ml of 99% formic acid was stirred 600 mg of N-2-(N-t-butoxycarbonylpropylamino)ethyl-N-hexyl-6,11-dihydro-5-thia-11-aza-benzo[a]fluoren-6-carboxamide for 5 hours. The reaction solution, after concentration under reduced pressure, was dissolved in ethyl acetate, washed with a saturated aqueous sodium bicarbonate solution and a saturated sodium chloride solution, and dried over anhydrous sodium sulfate. After removal of the drying agent by filtration, the filtrate was concentrated under red... Reactants: C(#N)C=1C=C(C(=O)OC)C=C(C1)C#N (Methyl 3,5-dicyanobenzoate), [Li+].[OH-] (LiOH). The solvent is C1CCOC1.O (THF H2O). Conditions: temperature 0 celsius, time 1 hour. Product: C(#N)C=1C=C(C(=O)O)C=C(C1)C#N (3,5-dicyanobenzoic acid). The yield is 27.7%. As a reaction SMILES: [C:1]([C:3]1[CH:4]=[C:5]([CH:10]=[C:11]([C:13]#[N:14])[CH:12]=1)[C:6]([O:8]C)=[O:7])#[N:2].[Li+].[OH-]>C1COCC1.O>[C:13]([C:11]1[CH:10]=[C:5]([CH:4]=[C:3]([C:1]#[N:2])[CH:12]=1)[C:6]([OH:8])=[O:7])#[N:14] |f:1.2,3.4|. Procedure details: Methyl 3,5-dicyanobenzoate (400 mg, 2.1 mmol) was dissolved in THF—H2O (7:3 v/v, 30 mL), the solution was cooled to 0° C. and LiOH (51 mg, 2.1 mmol) was added. The reaction mixture was allowed to warm up to room temperature and stirred for 1 h. THF was removed under reduced pressure and the aqueous layer was washed with EtOAc, acidified to pH ˜2-3 using 1.5N HCl, and extracted with EtOAc. The organic layer was dried over anhydrous sodium sulfate and the solvent was removed under reduced pressure... The reactants are C(C1=CC=CC=C1)N1CC(OCC1)C#N (4-Benzyl-morpholine-2-carbonitrile), C(C)OCC (diethyl ether), FC=1C=C(C=CC1)[Mg]Br (3-fluorophenylmagnesium bromide). Conditions: temperature -10 celsius, time 30 minute. The product is C(C1=CC=CC=C1)N1CC(OCC1)C(=O)C1=CC(=CC=C1)F ((4-Benzyl-morpholin-2-yl)-(3-fluoro-phenyl)-methanone). Isolated yield 100.0%. Reaction SMILES: [CH2:1]([N:8]1[CH2:13][CH2:12][O:11][CH:10]([C:14]#N)[CH2:9]1)[C:2]1[CH:7]=[CH:6][CH:5]=[CH:4][CH:3]=1.[F:16][C:17]1[CH:18]=[C:19]([Mg]Br)[CH:20]=[CH:21][CH:22]=1.C([O:27]CC)C>>[CH2:1]([N:8]1[CH2:13][CH2:12][O:11][CH:10]([C:14]([C:21]2[CH:20]=[CH:19][CH:18]=[C:17]([F:16])[CH:22]=2)=[O:27])[CH2:9]1)[C:2]1[CH:7]=[CH:6][CH:5]=[CH:4][CH:3]=1. Procedure details: To a solution of 4-Benzyl-morpholine-2-carbonitrile (10 g, 50 mmol) in dry diethyl ether (100 ml) at −10° C. under an atmosphere of nitrogen was added (time of addition 30 minutes) a solution of 3-fluorophenylmagnesium bromide (0.5N solution in tetrahydrofuran, 120 ml, 60 mmol, 1.2 equivalents, available from Aldrich Chemical Company or Rieke Metals) and the reaction mixture was further stirred at −10° C. for 30 minutes. Then the reaction was allowed to warm to room temperature and stirred for o... The reactants are P(OC(C1=CC=C(C=C1)[N+](=O)[O-])(CC)CC)([O-])=O (diethyl-4-nitrobenzyl phosphonate), C1=CC=CC=2C(C3=C(C=CC21)C=CC=C3)=O (5H-dibenzo[a,d]cyclohepten-5-one), [H-].[Na+] (sodium hydride), CO (methanol). Run in CS(=O)C (dimethyl sulfoxide), CS(=O)C (dimethylsulfoxide), [Cl-].[Na+].O (brine). Reaction conditions: temperature 70 celsius, time 1 hour. Yields the product [N+](=O)([O-])C1=CC=C(C=C2C3=C(C=CC4=C2C=CC=C4)C=CC=C3)C=C1 (5-(4-nitrobenzylidene)-5H-dibenzo[a,d]cycloheptene). Yield: 69.2%. As a reaction SMILES: [H-].[Na+].P(=O)([O-])O[C:5]([CH2:17][CH3:18])(CC)[C:6]1[CH:11]=[CH:10][C:9]([N+:12]([O-:14])=[O:13])=[CH:8][CH:7]=1.[CH:21]1[C:31]2C=C[C:28]3[CH:32]=[CH:33][CH:34]=[CH:35][C:27]=3[C:26](=O)[C:25]=2[CH:24]=[CH:23][CH:22]=1.CO>CS(C)=O.[Cl-].[Na+].O>[N+:12]([C:9]1[CH:8]=[CH:7][C:6]([CH:5]=[C:17]2[C:18]3[CH:35]=[CH:34][CH:33]=[CH:32][C:28]=3[CH:27]=[CH:26][C:25]3[CH:31]=[CH:21][CH:22]=[CH:23][C:24]2=3)=[CH:11][CH:10]=1)([O-:14])=[O:13] |f:0.1,6.7.8|. Procedure: To 150 ml of dimethylsulfoxide, 3.60 g (about 90 mmol) of oily sodium hydride (about 60%) was added at room temperature. After the addition, the mixture was heated to the inner temperature of around 70° C. in an oil bath, and stirred under the same conditions for 1 hour. Thereafter, the reaction solution was cooled to room temperature, and then a solution of 25.1 g (92 mmol) of the diethyl-4-nitrobenzyl phosphonate and 10.0 g (48.6 mmol) of 5H-dibenzo[a,d]cyclohepten-5-one in 50 ml dimethyl sulf... Starting materials: O=[N+]([O-])c1cccnc1Cl, N#C[Cu]C#N, CN(C)C=O, O. The product is N#Cc1ncccc1[N+](=O)[O-]. RXN SMILES: [Cl:1][c:2]1[n:3][cH:4][cH:5][cH:6][c:7]1[N+:8](=[O:9])[O-:10].[Cu:11]([C:12]#[N:13])[C:14]#[N:15].[O:17]=[CH:18][N:19]([CH3:20])[CH3:21].[OH2:16]>>[c:2]1([C:12]#[N:13])[n:3][cH:4][cH:5][cH:6][c:7]1[N+:8](=[O:9])[O-:10]. Starting materials: CN[C@H]1[C@@H](CCCC1)NC (trans-N,N′-Dimethylcyclohexane-1,2-diamine), FC(C1=NC2=C(N1C1=C3N=CNC3=NC(=N1)N1CCOCC1)C=CC=C2OC)F (6-[2-(difluoromethyl)-4-methoxy-1H-benzimidazol-1-yl]-2-(4-morpholinyl)-9H-purine), BrC=1C=NC=NC1 (5-bromopyrimidine), C(=O)([O-])[O-].[Cs+].[Cs+] (Cs2CO3). Reagents/catalysts: [Cu]I (CuI). Run in CN(C)C=O (DMF), C(Cl)Cl (CH2Cl2). Run at temperature 102.5 celsius. The product is FC(C1=NC2=C(N1C1=C3N=CN(C3=NC(=N1)N1CCOCC1)C=1C=NC=NC1)C=CC=C2OC)F (6-[2-(difluoromethyl)-4-methoxy-1H-benzimidazol-1-yl]-2-(4-morpholinyl)-9-(5-pyrimidinyl)-9H-purine). Yield: 52.6%. As a reaction SMILES: CN[C@@H]1CCCC[C@H]1NC.[F:11][CH:12]([F:39])[C:13]1[N:17]([C:18]2[N:26]=[C:25]([N:27]3[CH2:32][CH2:31][O:30][CH2:29][CH2:28]3)[N:24]=[C:23]3[C:19]=2[N:20]=[CH:21][NH:22]3)[C:16]2[CH:33]=[CH:34][CH:35]=[C:36]([O:37][CH3:38])[C:15]=2[N:14]=1.Br[C:41]1[CH:42]=[N:43][CH:44]=[N:45][CH:46]=1.C([O-])([O-])=O.[Cs+].[Cs+]>CN(C=O)C.C(Cl)Cl.[Cu]I>[F:39][CH:12]([F:11])[C:13]1[N:17]([C:18]2[N:26]=[C:25]([N:27]3[CH2:32][CH2:31][O:30][CH2:29][CH2:28]3)[N:24]=[C:23]3[C:19]=2[N:20]=[CH:21][N:22]3[C:41]2[CH:42]=[N:43][CH:44]=[N:45][CH:46]=2)[C:16]2[CH:33]=[CH:34][CH:35]=[C:36]([O:37][CH3:38])[C:15]=2[N:14]=1 |f:3.4.5|. Procedure details: trans-N,N′-Dimethylcyclohexane-1,2-diamine (0.071 mL, 0.450 mmol) in DMF (5 mL) was added to a mixture of 6-[2-(difluoromethyl)-4-methoxy-1H-benzimidazol-1-yl]-2-(4-morpholinyl)-9H-purine (180 mg, 0.448 mmol), 5-bromopyrimidine (356 mg, 2.24 mmol), CuI (85 mg, 0.448 mmol), and Cs2CO3 (321 mg, 0.986 mmol) under nitrogen, and the mixture was heated at 100-105° C. for 3 days. The mixture was cooled to room temperature, diluted with CH2Cl2, and filtered through celite. The celite plug was washed wit... Reactants: CCOC(=O)CC(=O)[O-], C1CCOC1, [CH3], [Cl-], [Cl-], COC(=O)N1CCC(C(=O)O)CC1c1ccc(Cl)cc1Cl, Cl, [K+], [Mg+2], O, O=C(n1ccnc1)n1ccnc1. Product: CCOC(=O)CC(=O)C1CCN(C(=O)OC)C(c2ccc(Cl)cc2Cl)C1. RXN SMILES: [CH2:34]([CH3:35])[O:36][C:37]([CH2:38][C:39]([O-:40])=[O:41])=[O:42].[CH2:49]1[O:50][CH2:51][CH2:52][CH2:53]1.[CH3:48].[Cl-:44].[Cl-:46].[Cl:1][c:2]1[c:3]([CH:9]2[N:10]([C:18](=[O:19])[O:20][CH3:21])[CH2:11][CH2:12][CH:13]([C:15](=[O:16])[OH:17])[CH2:14]2)[cH:4][cH:5][c:6]([Cl:8])[cH:7]1.[ClH:47].[K+:43].[Mg+2:45].[OH2:54].[n:22]1([C:23]([n:24]2[cH:25][cH:26][n:27][cH:28]2)=[O:29])[cH:30][cH:31][n:32][cH:33]1>>[Cl:1][c:2]1[c:3]([CH:9]2[N:10]([C:18](=[O:19])[O:20][CH3:21])[CH2:11][CH2:12][CH:13]([C:15](=[O:17])[CH2:38][C:37]([O:36][CH2:34][CH3:35])=[O:42])[CH2:14]2)[cH:4][cH:5][c:6]([Cl:8])[cH:7]1. Starting materials: CS(=O)(=O)O, CCOCC, CO, Nc1ncnc2nc(-c3cccc(O)c3)c(-c3cccc(O)c3)nc12. Yields the product CS(=O)(=O)O, Nc1ncnc2nc(-c3cccc(O)c3)c(-c3cccc(O)c3)nc12. Reaction SMILES: [CH3:1][S:2]([OH:3])(=[O:4])=[O:5].[CH3:31][CH2:32][O:33][CH2:34][CH3:35].[CH3:36][OH:37].[OH:6][c:7]1[cH:8][c:9](-[c:13]2[n:14][c:15]3[c:16]([NH2:30])[n:17][cH:18][n:19][c:20]3[n:21][c:22]2-[c:23]2[cH:24][c:25]([OH:29])[cH:26][cH:27][cH:28]2)[cH:10][cH:11][cH:12]1>>[CH3:1][S:2](=[O:3])(=[O:4])[OH:5].[OH:6][c:7]1[cH:8][c:9](-[c:13]2[n:14][c:15]3[c:16]([NH2:30])[n:17][cH:18][n:19][c:20]3[n:21][c:22]2-[c:23]2[cH:24][c:25]([OH:29])[cH:26][cH:27][cH:28]2)[cH:10][cH:11][cH:12]1.